From a dataset of the Open Reaction Database (ORD), a public repository of structured organic reaction records. describe an organic reaction: reactants, conditions, products, and yield The reactants are C(#N)CCNC1=C(C=C(C=C1C)C(C(F)(F)F)(C(F)(F)F)O)C (N-(2-cyanoethyl)-2,6-dimethyl-4-(hexafluoro-2-hydroxy-2-propyl)aniline), Cl (HCl), C(=O)(O)[O-].[Na+] (NaHCO3). Solvent: [OH-].[Na+] (NaOH). Yields the product C(=O)(O)CCNC1=C(C=C(C=C1C)C(C(F)(F)F)(C(F)(F)F)O)C (N-(2-CARBOXYETHYL)-2,6-DIMETHYL-4-(HEXAFLUORO-2-HYDROXY-2-PROPYL)ANILINE). As a reaction SMILES: C([CH2:3][CH2:4][NH:5][C:6]1[C:11]([CH3:12])=[CH:10][C:9]([C:13]([OH:22])([C:18]([F:21])([F:20])[F:19])[C:14]([F:17])([F:16])[F:15])=[CH:8][C:7]=1[CH3:23])#N.Cl.[C:25]([O-:28])(O)=[O:26].[Na+]>[OH-].[Na+]>[C:25]([CH2:3][CH2:4][NH:5][C:6]1[C:11]([CH3:12])=[CH:10][C:9]([C:13]([OH:22])([C:14]([F:17])([F:15])[F:16])[C:18]([F:19])([F:20])[F:21])=[CH:8][C:7]=1[CH3:23])([OH:28])=[O:26] |f:2.3,4.5|. Reported procedure: Combine N-(2-cyanoethyl)-2,6-dimethyl-4-(hexafluoro-2-hydroxy-2-propyl)aniline (4.0 g, 12 mmol) with 350 ml 1.0 N NaOH. Reflux 2 hours, allow to cool, add concentrated HCl, and then solid NaHCO3. Extract with ether, dry and concentrate. Recrystallize from ether-hexane to give title compound as a solid product, m.p. 175°-176° C. Reactants: OCCCCCCCCCC=CC(F)(F)Cl, O, BrP(Br)Br. Product: FC(F)(Cl)C=CCCCCCCCCCBr. RXN SMILES: [Cl:1][C:2]([CH:3]=[CH:4][CH2:5][CH2:6][CH2:7][CH2:8][CH2:9][CH2:10][CH2:11][CH2:12][CH2:13][OH:14])([F:15])[F:16].[OH2:21].[P:17]([Br:18])([Br:19])[Br:20]>>[Cl:1][C:2]([CH:3]=[CH:4][CH2:5][CH2:6][CH2:7][CH2:8][CH2:9][CH2:10][CH2:11][CH2:12][CH2:13][Br:18])([F:15])[F:16]. The reactants are BrCc1ccccc1, [H-], [Na+], CN(C)C=O, O, N#Cc1ccccc1CCCO. Yields the product N#Cc1ccccc1CCCOCc1ccccc1. Reaction SMILES: [Br:15][CH2:16][c:17]1[cH:18][cH:19][cH:20][cH:21][cH:22]1.[H-:13].[Na+:14].[O:23]=[CH:24][N:25]([CH3:26])[CH3:27].[OH2:28].[OH:1][CH2:2][CH2:3][CH2:4][c:5]1[c:6]([C:7]#[N:8])[cH:9][cH:10][cH:11][cH:12]1>>[O:1]([CH2:2][CH2:3][CH2:4][c:5]1[c:6]([C:7]#[N:8])[cH:9][cH:10][cH:11][cH:12]1)[CH2:16][c:17]1[cH:18][cH:19][cH:20][cH:21][cH:22]1. Reactants: [OH-].[K+] (potassium hydroxide), C(C1=CC=CC=C1)OC1=CC=C(C=C1)NC(=S)N (N-(4-benzyloxyphenyl)thiourea), O.O.O.C(C)(=O)[O-].[Pb+2].C(C)(=O)[O-] (lead acetate trihydrate). Run in O (water), O (water), O (water). Product: C(C1=CC=CC=C1)OC1=CC=C(C=C1)NC#N (4-benzyloxyphenylcyanamide). Reaction SMILES: [OH-].[K+].[CH2:3]([O:10][C:11]1[CH:16]=[CH:15][C:14]([NH:17][C:18]([NH2:20])=S)=[CH:13][CH:12]=1)[C:4]1[CH:9]=[CH:8][CH:7]=[CH:6][CH:5]=1.O.O.O.C([O-])(=O)C.[Pb+2].C([O-])(=O)C>O>[CH2:3]([O:10][C:11]1[CH:16]=[CH:15][C:14]([NH:17][C:18]#[N:20])=[CH:13][CH:12]=1)[C:4]1[CH:5]=[CH:6][CH:7]=[CH:8][CH:9]=1 |f:0.1,3.4.5.6.7.8|. Procedure: A hot solution of potassium hydroxide (25.2 g) in water (70 ml) was added to N-(4-benzyloxyphenyl)thiourea (11.34 g) suspended in boiling water (80 ml). A hot solution of lead acetate trihydrate (71.5 g) in water (80 ml) was added and the mixture heated under reflux for an hour and filtered whilst hot. The filtrate was cooled, acidified to pH 7 with acetic acid and extracted with dichloromethane to give 4-benzyloxyphenylcyanamide as a white solid which was purified by flash chromatography (as de... Reactants: C(#C)C(O)C1=CC=2C(CCC(C2C=C1OC)(C)C)(C)C (α-ethynyl-3-methoxy-5,6,7,8-tetrahydro-5,5,8,8-tetramethyl-2-naphthalenemethanol), OC1=C(C(=O)OC)C=CC(=C1)I (methyl 2-hydroxy-4-iodobenzoate). Product: OC1=C(C(=O)OC)C=CC(=C1)C#CC(C1=CC=2C(CCC(C2C=C1OC)(C)C)(C)C)O (methyl 2-hydroxy-4-[3-hydroxy-3-(3-methoxy-5,6,7,8-tetrahydro-5,5,8,8-tetramethyl-2-naphthyl)-1-propynyl]benzoate). The yield is 76.6%. As a reaction SMILES: [C:1]([CH:3]([C:5]1[C:14]([O:15][CH3:16])=[CH:13][C:12]2[C:11]([CH3:18])([CH3:17])[CH2:10][CH2:9][C:8]([CH3:20])([CH3:19])[C:7]=2[CH:6]=1)[OH:4])#[CH:2].[OH:21][C:22]1[CH:31]=[C:30](I)[CH:29]=[CH:28][C:23]=1[C:24]([O:26][CH3:27])=[O:25]>>[OH:21][C:22]1[CH:31]=[C:30]([C:2]#[C:1][CH:3]([OH:4])[C:5]2[C:14]([O:15][CH3:16])=[CH:13][C:12]3[C:11]([CH3:18])([CH3:17])[CH2:10][CH2:9][C:8]([CH3:20])([CH3:19])[C:7]=3[CH:6]=2)[CH:29]=[CH:28][C:23]=1[C:24]([O:26][CH3:27])=[O:25]. Procedure details: Following the basic procedure of Example 11(d), by reacting 1.15 g (4.2 mmol) of α-ethynyl-3-methoxy-5,6,7,8-tetrahydro-5,5,8,8-tetramethyl-2-naphthalenemethanol with 1.21 g (4.64 mmol) of methyl 2-hydroxy-4-iodobenzoate, 1.36 g (76%) of the expected product, with a melting point of 125°-126° C., were obtained.